From a dataset of the Open Reaction Database (ORD), a public repository of structured organic reaction records. describe an organic reaction: reactants, conditions, products, and yield Starting materials: BrCC=C(C(CC=C(C)C)C)C (1-bromo-3,4,7-trimethyl-2,6-octadiene), OC1=CC=C2CCCOC2=C1 (7-hydroxy-chromane). Product: CC(=CCOC1=CC=C2CCCOC2=C1)C(CC=C(C)C)C (7-(3,4,7-trimethyl-2,6-octadienyloxy)-chromane). RXN SMILES: Br[CH2:2][CH:3]=[C:4]([CH3:12])[CH:5]([CH3:11])[CH2:6][CH:7]=[C:8]([CH3:10])[CH3:9].[OH:13][C:14]1[CH:23]=[C:22]2[C:17]([CH2:18][CH2:19][CH2:20][O:21]2)=[CH:16][CH:15]=1>>[CH3:12][C:4]([CH:5]([CH3:11])[CH2:6][CH:7]=[C:8]([CH3:10])[CH3:9])=[CH:3][CH2:2][O:13][C:14]1[CH:23]=[C:22]2[C:17]([CH2:18][CH2:19][CH2:20][O:21]2)=[CH:16][CH:15]=1. Procedure details: Following the procedure of Example 1, 1-bromo-3,4,7-trimethyl-2,6-octadiene and 7-hydroxy-chromane are reacted to form 7-(3,4,7-trimethyl-2,6-octadienyloxy)-chromane; nD20 = 1.5368. Reactants: CCOC(C)=O, N#CCc1cccc(CN2CCN(c3nc4ccc(Cl)cc4s3)CC2)c1, [Na+], [OH-], O, O=S(=O)(O)O. Product: O=C(O)Cc1cccc(CN2CCN(c3nc4ccc(Cl)cc4s3)CC2)c1. As a reaction SMILES: [CH3:35][CH2:36][O:37][C:38](=[O:39])[CH3:40].[Cl:1][c:2]1[cH:3][c:4]2[c:5]([n:6][c:7]([N:9]3[CH2:10][CH2:11][N:12]([CH2:15][c:16]4[cH:17][c:18]([CH2:22][C:23]#[N:24])[cH:19][cH:20][cH:21]4)[CH2:13][CH2:14]3)[s:8]2)[cH:25][cH:26]1.[Na+:34].[OH-:33].[OH2:32].[S:27](=[O:28])(=[O:29])([OH:30])[OH:31]>>[Cl:1][c:2]1[cH:3][c:4]2[c:5]([n:6][c:7]([N:9]3[CH2:10][CH2:11][N:12]([CH2:15][c:16]4[cH:17][c:18]([CH2:22][C:23](=[O:32])[OH:33])[cH:19][cH:20][cH:21]4)[CH2:13][CH2:14]3)[s:8]2)[cH:25][cH:26]1. The reactants are C1=CC=C(C=C1)P(C2=CC=CC=C2)C3=C(C4=CC=CC=C4C=C3)C5=C(C=CC6=CC=CC=C65)P(C7=CC=CC=C7)C8=CC=CC=C8 ((S)-BINAP), acetylacetanotobis(ethylene)rhodium(I), C([O-])(O)=O.[Na+] (sodium bicarbonate), C1=CC=C(C=C1)P(C2=CC=CC=C2)C3=C(C4=CC=CC=C4C=C3)C5=C(C=CC6=CC=CC=C65)P(C7=CC=CC=C7)C8=CC=CC=C8 ((S)-BINAP), acetylacetanotobis(ethylene)rhodium(I), C(C)(C)(C)OC(=O)N([C@@H](C(=O)OCC1=CC=CC=C1)CC\C=C\[N+](=O)[O-])C(=O)OC(C)(C)C (Benzyl (2R,5E)-2-[bis(tert-butoxycarbonyl)amino]-6-nitrohex-5-enoate), FC1=C(C=CC=C1F)B(O)O (2,3-difluorophenylboronic acid), O (water). Run in O1CCOCC1 (dioxane). Conditions: time 2 minute. Yields the product C(C)(C)(C)OC(=O)N([C@H](CC[C@H](C[N+](=O)[O-])C1=C(C(=CC=C1)F)F)C(=O)OCC1=CC=CC=C1)C(=O)OC(C)(C)C (Benzyl (5S)—N,N-bis(tert-butoxycarbonyl)-5-(2,3-difluorophenyl)-6-nitro-D-norleucinate). Reaction SMILES: [C:1]([O:5][C:6]([N:8]([C:27]([O:29][C:30]([CH3:33])([CH3:32])[CH3:31])=[O:28])[C@H:9]([CH2:20][CH2:21]/[CH:22]=[CH:23]/[N+:24]([O-:26])=[O:25])[C:10]([O:12][CH2:13][C:14]1[CH:19]=[CH:18][CH:17]=[CH:16][CH:15]=1)=[O:11])=[O:7])([CH3:4])([CH3:3])[CH3:2].[F:34][C:35]1[C:40]([F:41])=[CH:39][CH:38]=[CH:37][C:36]=1B(O)O.O.C(=O)(O)[O-].[Na+].C1C=CC(P(C2C=CC3C(=CC=CC=3)C=2C2C3C(=CC=CC=3)C=CC=2P(C2C=CC=CC=2)C2C=CC=CC=2)C2C=CC=CC=2)=CC=1>O1CCOCC1>[C:1]([O:5][C:6]([N:8]([C:27]([O:29][C:30]([CH3:33])([CH3:32])[CH3:31])=[O:28])[C@@H:9]([C:10]([O:12][CH2:13][C:14]1[CH:19]=[CH:18][CH:17]=[CH:16][CH:15]=1)=[O:11])[CH2:20][CH2:21][C@@H:22]([C:39]1[CH:38]=[CH:37][CH:36]=[C:35]([F:34])[C:40]=1[F:41])[CH2:23][N+:24]([O-:26])=[O:25])=[O:7])([CH3:4])([CH3:3])[CH3:2] |f:3.4|. Reported procedure: A solution of benzyl (2R,5E)-2-[bis(tert-butoxycarbonyl)amino]-6-nitrohex-5-enoate from Step B (34.0 g, 73.2 mmol), 2,3-difluorophenylboronic acid (28.9 g, 183 mmol) and water (4.62 mL, 256 mmol) in dioxane (240 mL) was degassed with argon for 15 min. To this solution was added sodium bicarbonate (3.08 g, 36.6 mmol), (S)-BINAP (1.28 g, 2.05 mmol) and acetylacetanotobis(ethylene)rhodium(I) (0.472 g, 1.83 mmol). The mixture was stirred at ambient temperature for 2 min then heated to 35° C. After 4... Starting materials: N[C@@H](CC(C)C)C(=O)N[C@H](CC1=CNC2=CC=CC=C12)C(=O)NCCC(=O)OCC.FC(F)(F)C(=O)O (Leu-DTrp-βAla-OEt.TFA), CC(CC(=O)Cl)(C)C (3,3-dimethylbutyryl chloride). The solvent is N1=CC=CC=C1 (pyridine). Run at time 10 minute. The product is C(C)OC(CCNC([C@H](NC([C@@H](NC(CC(C)(C)C)=O)CC(C)C)=O)CC1=CNC2=CC=CC=C12)=O)=O (N-[N-[N-(3,3-dimethylbutyryl)-L-leu-cyl]-D-tryptophanyl]-β-alanine ethyl ester). Reaction SMILES: [NH2:1][C@H:2]([C:7]([NH:9][C@@H:10]([C:21]([NH:23][CH2:24][CH2:25][C:26]([O:28][CH2:29][CH3:30])=[O:27])=[O:22])[CH2:11][C:12]1[C:20]2[C:15](=[CH:16][CH:17]=[CH:18][CH:19]=2)[NH:14][CH:13]=1)=[O:8])[CH2:3][CH:4]([CH3:6])[CH3:5].FC(C(O)=O)(F)F.[CH3:38][C:39]([CH3:45])([CH3:44])[CH2:40][C:41](Cl)=[O:42]>N1C=CC=CC=1>[CH2:29]([O:28][C:26](=[O:27])[CH2:25][CH2:24][NH:23][C:21](=[O:22])[C@@H:10]([CH2:11][C:12]1[C:20]2[C:15](=[CH:16][CH:17]=[CH:18][CH:19]=2)[NH:14][CH:13]=1)[NH:9][C:7](=[O:8])[C@H:2]([CH2:3][CH:4]([CH3:5])[CH3:6])[NH:1][C:41](=[O:42])[CH2:40][C:39]([CH3:45])([CH3:44])[CH3:38])[CH3:30] |f:0.1|. Procedure details: To a solution of Leu-DTrp-βAla-OEt.TFA (33.0 mg) obtained in Example 51-(1) in pyridine (0.5 ml) was added 3,3-dimethylbutyryl chloride (12.8 ml) at 0° C. under nitrogen. The reaction mixture was stirred for 10 min, quenched with water (0.1 ml), and concentrated under reduced pressure. The residue was purified by preparative TLC (Merck, Kieselgel 60 F254) with chloroform/methanol=15/1 for development to give the product (21.8 mg).